This data is from the Open Reaction Database (ORD), a public repository of structured organic reaction records. The task is: describe an organic reaction: reactants, conditions, products, and yield The reactants are solid, BrC=1C=CC=2N(C1)C(=CN2)C2=CC=CC=C2 (6-bromo-3-phenyl-imidazo[1,2-a]pyridine), BrC=1C=CC=2N(C1)C(=CN2)C2=CC=CC=C2 (6-bromo-3-phenyl-imidazo[1,2-a]pyridine), CC1(OB(OC1(C)C)C1=CC=NN1C1=CC=C(C=C1)C)C (5-(4,4,5,5-tetramethyl-[1,3,2]dioxaborolan-2-yl)-1-p-tolyl-1H-pyrazole), CC1(OB(OC1(C)C)C1=CC=NN1C1=CC=C(C=C1)C)C (5-(4,4,5,5-tetramethyl-[1,3,2]dioxaborolan-2-yl)-1-p-tolyl-1H-pyrazole). The product is C1(=CC=CC=C1)C1=CN=C2N1C=C(C=C2)C=2N(N=CC2)C2=CC=C(C=C2)C (3-Phenyl-6-(2-p-tolyl-2H-pyrazol-3-yl)-imidazo[1,2-a]pyridine). Reaction SMILES: Br[C:2]1[CH:3]=[CH:4][C:5]2[N:6]([C:8]([C:11]3[CH:16]=[CH:15][CH:14]=[CH:13][CH:12]=3)=[CH:9][N:10]=2)[CH:7]=1.CC1(C)C(C)(C)OB([C:25]2[N:29]([C:30]3[CH:35]=[CH:34][C:33]([CH3:36])=[CH:32][CH:31]=3)[N:28]=[CH:27][CH:26]=2)O1>>[C:11]1([C:8]2[N:6]3[CH:7]=[C:2]([C:25]4[N:29]([C:30]5[CH:35]=[CH:34][C:33]([CH3:36])=[CH:32][CH:31]=5)[N:28]=[CH:27][CH:26]=4)[CH:3]=[CH:4][C:5]3=[N:10][CH:9]=2)[CH:16]=[CH:15][CH:14]=[CH:13][CH:12]=1. Procedure details: The title compound, off-white solid (53 mg, 41%), MS (ISP) m/z=351.5 [(M+H)+], mp 107° C., was prepared in accordance with the general method of example 1 from 6-bromo-3-phenyl-imidazo[1,2-a]pyridine (intermediate G) (0.1 g, 0.366 mmol) and 5-(4,4,5,5-tetramethyl-[1,3,2]dioxaborolan-2-yl)-1-p-tolyl-1H-pyrazole (intermediate C) (0.125 g, 0.44 mmol).